This data is from the Open Reaction Database (ORD), a public repository of structured organic reaction records. The task is: describe an organic reaction: reactants, conditions, products, and yield Reactants: CC1NC2=CC=C(C=C2C1)C(C(F)(F)F)(C(F)(F)F)O[Si](CC)(CC)CC (2-methyl-5-(2,2,2-trifluoro-1-triethylsilanyloxy-1-trifluoromethyl-ethyl)-2,3-dihydro-1H-indole), [Na] (sodium), α-bromophenyl methyl acetate, CO (methanol), CCOCC (Et2O), [NH4+].[Cl-] (NH4Cl). Conditions: temperature 100 celsius, time 10 hour. The product is COC(C(C1=CC=CC=C1)N1C(CC2=CC(=CC=C12)C(C(F)(F)F)(C(F)(F)F)O)C)=O ([2-methyl-5-(2,2,2-trifluoro-1-hydroxy-1-trifluoromethyl-ethyl)-2,3-dihydro-indol-1-yl]-phenyl-acetic acid methyl ester). Reaction SMILES: [CH3:1][CH:2]1[CH2:10][C:9]2[C:4](=[CH:5][CH:6]=[C:7]([C:11]([O:20][Si](CC)(CC)CC)([C:16]([F:19])([F:18])[F:17])[C:12]([F:15])([F:14])[F:13])[CH:8]=2)N1.[Na].CC[O:31][CH2:32][CH3:33].[NH4+:34].[Cl-].[CH3:36][OH:37]>>[CH3:36][O:37][C:32](=[O:31])[CH:33]([N:34]1[C:4]2[C:9](=[CH:8][C:7]([C:11]([OH:20])([C:12]([F:13])([F:14])[F:15])[C:16]([F:17])([F:19])[F:18])=[CH:6][CH:5]=2)[CH2:10][CH:2]1[CH3:1])[C:4]1[CH:9]=[CH:8][CH:7]=[CH:6][CH:5]=1 |f:3.4,^1:27|. Reported procedure: A solution of 0.14 g (0.34 mmol) 2-methyl-5-(2,2,2-trifluoro-1-triethylsilanyloxy-1-trifluoromethyl-ethyl)-2,3-dihydro-1H-indole (example 51.2) in 1.5 mL of methanol was treated with 0.028 g (0.34 mmol) of sodium actetate and 0.053 mL (0.34 mmol) of α-bromophenyl methyl acetate. The mixture was stirred at 100° C. in a pressure tube for 10 hrs and then distributed between Et2O and a saturated aqueous solution of NH4Cl. The combined organic phases were dried over Na2SO4 and evaporated. Column chro... Reactants: O=C([O-])[O-], CCc1[nH]c2cc(F)ccc2c1C1CCN(CCCSc2ccc(F)cc2)CC1, CCOC(=O)c1ccc(I)cc1, CN1CCCC1=O, I[Cu]I, [K+], [K+], O=[Zn], O. Yields the product CCOC(=O)c1ccc(-n2c(CC)c(C3CCN(CCCSc4ccc(F)cc4)CC3)c3ccc(F)cc32)cc1. RXN SMILES: [C:42](=[O:43])([O-:44])[O-:45].[CH2:1]([CH3:2])[c:3]1[nH:4][c:5]2[cH:6][c:7]([F:29])[cH:8][cH:9][c:10]2[c:11]1[CH:12]1[CH2:13][CH2:14][N:15]([CH2:18][CH2:19][CH2:20][S:21][c:22]2[cH:23][cH:24][c:25]([F:28])[cH:26][cH:27]2)[CH2:16][CH2:17]1.[CH2:30]([CH3:31])[O:32][C:33]([c:34]1[cH:35][cH:36][c:37]([I:40])[cH:38][cH:39]1)=[O:41].[CH3:48][N:49]1[CH2:50][CH2:51][CH2:52][C:53]1=[O:54].[Cu:55]([I:56])[I:57].[K+:46].[K+:47].[O:58]=[Zn:59].[OH2:60]>>[CH2:1]([CH3:2])[c:3]1[n:4](-[c:37]2[cH:36][cH:35][c:34]([C:33]([O:32][CH2:30][CH3:31])=[O:41])[cH:39][cH:38]2)[c:5]2[cH:6][c:7]([F:29])[cH:8][cH:9][c:10]2[c:11]1[CH:12]1[CH2:13][CH2:14][N:15]([CH2:18][CH2:19][CH2:20][S:21][c:22]2[cH:23][cH:24][c:25]([F:28])[cH:26][cH:27]2)[CH2:16][CH2:17]1. The reactants are BrC1=CC=C(C=C1)C1=CC(C2=C(N1)N(N=C2C)C2=CC=CC=C2)=O (6-(4-bromo-phenyl)-3-methyl-1-phenyl-1,7-dihydro-pyrazolo[3,4-b]pyridin-4-one), C(C)(C)(C)OC(=O)N1CCC(CC1)N (4-amino-piperidine-1-carboxylic acid tert-butyl ester), Cl (HCl). The product is CC1=NN(C=2N=C(C=C(C21)O)C2=CC=C(C=C2)NC2CCNCC2)C2=CC=CC=C2 (3-Methyl-1-phenyl-6-[4-(piperidin-4-ylamino)-phenyl]-1H-pyrazolo[3,4-b]pyridin-4-ol). Reaction SMILES: Br[C:2]1[CH:7]=[CH:6][C:5]([C:8]2[NH:13][C:12]3[N:14]([C:18]4[CH:23]=[CH:22][CH:21]=[CH:20][CH:19]=4)[N:15]=[C:16]([CH3:17])[C:11]=3[C:10](=[O:24])[CH:9]=2)=[CH:4][CH:3]=1.C(OC([N:32]1[CH2:37][CH2:36][CH:35]([NH2:38])[CH2:34][CH2:33]1)=O)(C)(C)C.Cl>>[CH3:17][C:16]1[C:11]2[C:10]([OH:24])=[CH:9][C:8]([C:5]3[CH:6]=[CH:7][C:2]([NH:38][CH:35]4[CH2:36][CH2:37][NH:32][CH2:33][CH2:34]4)=[CH:3][CH:4]=3)=[N:13][C:12]=2[N:14]([C:18]2[CH:23]=[CH:22][CH:21]=[CH:20][CH:19]=2)[N:15]=1. Reported procedure: The title compound was prepared according to the procedure as described in Example 97 reacting via Suzuki coupling of 6-(4-bromo-phenyl)-3-methyl-1-phenyl-1,7-dihydro-pyrazolo[3,4-b]pyridin-4-one and 4-amino-piperidine-1-carboxylic acid tert-butyl ester, followed by de-protection with HCl. Reactants: O (Water), C(C)(C)(C)C1=C(C=CC=C1)N1CCN(CC1)C(=O)C1=CC=C(C=C1)N1C(NCC1)=O (1-(4-{[4-(2-tert-butylphenyl)piperazin-1-yl]carbonyl}phenyl)imidazolidin-2-one), [H-].[Na+] (sodium hydride), BrCC(=O)OC(C)(C)C (tert-Butyl bromoacetate). The solvent is CN(C=O)C (N,N-dimethylformamide). Conditions: time 3 hour. Yields the product C(C)(C)(C)C1=C(C=CC=C1)N1CCN(CC1)C(=O)C1=CC=C(C=C1)N1C(N(CC1)CC(=O)OC(C)(C)C)=O (tert-Butyl [3-(4-{[4-(2-tert-butylphenyl)piperazin-1-yl]carbonyl}phenyl)-2-oxoimidazolidin-1-yl]acetate). Reaction SMILES: [C:1]([C:5]1[CH:10]=[CH:9][CH:8]=[CH:7][C:6]=1[N:11]1[CH2:16][CH2:15][N:14]([C:17]([C:19]2[CH:24]=[CH:23][C:22]([N:25]3[CH2:29][CH2:28][NH:27][C:26]3=[O:30])=[CH:21][CH:20]=2)=[O:18])[CH2:13][CH2:12]1)([CH3:4])([CH3:3])[CH3:2].[H-].[Na+].Br[CH2:34][C:35]([O:37][C:38]([CH3:41])([CH3:40])[CH3:39])=[O:36].O>CN(C)C=O>[C:1]([C:5]1[CH:10]=[CH:9][CH:8]=[CH:7][C:6]=1[N:11]1[CH2:12][CH2:13][N:14]([C:17]([C:19]2[CH:24]=[CH:23][C:22]([N:25]3[CH2:29][CH2:28][N:27]([CH2:34][C:35]([O:37][C:38]([CH3:41])([CH3:40])[CH3:39])=[O:36])[C:26]3=[O:30])=[CH:21][CH:20]=2)=[O:18])[CH2:15][CH2:16]1)([CH3:4])([CH3:2])[CH3:3] |f:1.2|. Reported procedure: A mixture of 1-(4-{[4-(2-tert-butylphenyl)piperazin-1-yl]carbonyl}phenyl)imidazolidin-2-one (1.0 g, 2.46 mmol) and sodium hydride (0.16 g, 4.0 mmol) in N,N-dimethylformamide (20 mL) was stirred at 0° C. for 1 h. tert-Butyl bromoacetate was added to the reaction mixture and the mixture was stirred at room temperature for 3 h. Water was added to the reaction solution, and the mixture was extracted with ethyl acetate. The organic layer was washed with brine, dried over anhydrous magnesium sulfate, ...